Dataset: the Open Reaction Database (ORD), a public repository of structured organic reaction records. Task: describe an organic reaction: reactants, conditions, products, and yield Reactants: compound, Cl.FC1=CC=C(C=C1)NN (4-fluorophenylhydrazine hydrochloride), ClC=1C=C(C=CC1F)N1N=C(C=C1C1=CC(=CC(=C1)F)Cl)C(=O)OCC (Ethyl 1-(3-chloro-4-fluorophenyl)-5-(3-chloro-5-fluorophenyl)-1H-pyrazole-3-carboxylate). Product: FC=1C=C(C=CC1)C1=CC(=NN1C1=CC=C(C=C1)F)C(=O)OCC (Ethyl 5-(3-fluorophenyl)-1-(4-fluorophenyl)-1H-pyrazole-3-carboxylate). Reaction SMILES: Cl.FC1C=CC(NN)=CC=1.Cl[C:12]1[CH:13]=[C:14]([N:19]2[C:23]([C:24]3[CH:29]=[C:28]([F:30])[CH:27]=[C:26](Cl)[CH:25]=3)=[CH:22][C:21]([C:32]([O:34][CH2:35][CH3:36])=[O:33])=[N:20]2)[CH:15]=[CH:16][C:17]=1[F:18]>>[F:30][C:28]1[CH:29]=[C:24]([C:23]2[N:19]([C:14]3[CH:13]=[CH:12][C:17]([F:18])=[CH:16][CH:15]=3)[N:20]=[C:21]([C:32]([O:34][CH2:35][CH3:36])=[O:33])[CH:22]=2)[CH:25]=[CH:26][CH:27]=1 |f:0.1|. Reported procedure: The preparation of the title compound takes place starting from the compound of Example 8A and 4-fluorophenylhydrazine hydrochloride in analogy to the synthesis of the compound of Example 21A. 23.0 g (44% of theory) of the title compound are obtained. Starting materials: solution, C(C)(C)N(CC)C(C)C (diisopropylethylamine), NCCCCNC(=O)NC=1NC(=CC(N1)=O)C (1-(4-aminobutyl)-3-(6-methyl-4-oxo-1,4-dihydropyrimidin-2-yl)urea), N1=C(Cl)N=C(Cl)N=C1Cl (cyanuryl chloride), ice. The solvent is C(C)#N (acetonitrile). Reaction conditions: time 12 hour. Product: ClC1=NC(=NC(=N1)Cl)NCCCCNC(=O)NC=1NC(=CC(N1)=O)C (1-{4-[(4,6-dichloro-1,3,5-triazin-2-yl)amino]butyl}-3-(6-methyl-4-oxo-1,4-dihydropyrimidin-2-yl)urea). Yield: 97.2%. As a reaction SMILES: C(N(C(C)C)CC)(C)C.[NH2:10][CH2:11][CH2:12][CH2:13][CH2:14][NH:15][C:16]([NH:18][C:19]1[NH:20][C:21]([CH3:26])=[CH:22][C:23](=[O:25])[N:24]=1)=[O:17].[N:27]1[C:34]([Cl:35])=[N:33][C:31](Cl)=[N:30][C:28]=1[Cl:29]>C(#N)C>[Cl:29][C:28]1[N:27]=[C:34]([Cl:35])[N:33]=[C:31]([NH:10][CH2:11][CH2:12][CH2:13][CH2:14][NH:15][C:16]([NH:18][C:19]2[NH:20][C:21]([CH3:26])=[CH:22][C:23](=[O:25])[N:24]=2)=[O:17])[N:30]=1. Procedure: An aqueous solution (40 ml) containing 6 ml of diisopropylethylamine and 5 g (0.018 mol) of 1-(4-aminobutyl)-3-(6-methyl-4-oxo-1,4-dihydropyrimidin-2-yl)urea, prepared beforehand, was added, dropwise, to 5 g (0.018 mol) of cyanuryl chloride suspended in 80 ml of acetonitrile, at a temperature of −20° C. The reaction medium was stirred for 12 hours at ambient temperature and then poured into 200 ml of ice-cold water. The precipitate formed was filtered off and then dried under vacuum, so as to gi... Starting materials: BrC=1C(=CC=C2C(N(C(=NC12)NC1(CC1)C)C)=O)F (8-bromo-7-fluoro-3-methyl-2-((1-methylcyclopropyl)amino)quinazolin-4(3H)-one), C[C@H]1NC(C2=C1NC(=C2)B2OC(C(O2)(C)C)(C)C)=O ((R)-6-methyl-2-(4,4,5,5-tetramethyl-1,3,2-dioxaborolan-2-yl)-5,6-dihydropyrrolo[3,4-b]pyrrol-4(1H)-one), CC(C)C1=CC(=C(C(=C1)C(C)C)C2=C(C=CC=C2)P(C3CCCCC3)C4CCCCC4)C(C)C (X-Phos), P(=O)([O-])([O-])[O-].[K+].[K+].[K+] (potassium phosphate). Reagents/catalysts: CC(C)C1=CC(=C(C(=C1)C(C)C)C2=CC=CC=C2P(C3CCCCC3)C4CCCCC4)C(C)C.C1=CC=C([C-]=C1)CCN.Cl[Pd+] (XPhos precatalyst). The solvent is O1CCOCC1 (1,4-dioxane), O (water). Conditions: temperature 40 celsius, time 1 hour. The product is FC1=CC=C2C(N(C(=NC2=C1C1=CC2=C(N1)[C@H](NC2=O)C)NC2(CC2)C)C)=O ((R)-7-fluoro-3-methyl-8-(6-methyl-4-oxo-1,4,5,6-tetrahydropyrrolo[3,4-b]pyrrol-2-yl)-2-((1-methylcyclopropyl)amino)quinazolin-4(3H)-one). Yield: 14.4%. As a reaction SMILES: Br[C:2]1[C:3]([F:19])=[CH:4][CH:5]=[C:6]2[C:11]=1[N:10]=[C:9]([NH:12][C:13]1([CH3:16])[CH2:15][CH2:14]1)[N:8]([CH3:17])[C:7]2=[O:18].[CH3:20][C@@H:21]1[C:25]2[NH:26][C:27](B3OC(C)(C)C(C)(C)O3)=[CH:28][C:24]=2[C:23](=[O:38])[NH:22]1.CC(C1C=C(C(C)C)C(C2C=CC=CC=2P(C2CCCCC2)C2CCCCC2)=C(C(C)C)C=1)C.P([O-])([O-])([O-])=O.[K+].[K+].[K+]>O1CCOCC1.CC(C1C=C(C(C)C)C(C2C(P(C3CCCCC3)C3CCCCC3)=CC=CC=2)=C(C(C)C)C=1)C.C1C=[C-]C(CCN)=CC=1.Cl[Pd+].O>[F:19][C:3]1[C:2]([C:27]2[NH:26][C:25]3[C@@H:21]([CH3:20])[NH:22][C:23](=[O:38])[C:24]=3[CH:28]=2)=[C:11]2[C:6]([C:7](=[O:18])[N:8]([CH3:17])[C:9]([NH:12][C:13]3([CH3:16])[CH2:15][CH2:14]3)=[N:10]2)=[CH:5][CH:4]=1 |f:3.4.5.6,8.9.10|. Procedure details: A mixture of 8-bromo-7-fluoro-3-methyl-2-((1-methylcyclopropyl)amino)quinazolin-4(3H)-one (510a, 88 mg, 0.270 mmol), (R)-6-methyl-2-(4,4,5,5-tetramethyl-1,3,2-dioxaborolan-2-yl)-5,6-dihydropyrrolo[3,4-b]pyrrol-4(1H)-one (705, 109 mg, 0.324 mmol), X-Phos precatalyst II (10.61 mg, 0.013 mmol), and potassium phosphate (172 mg, 0.809 mmol) in 1,4-dioxane (2.2 mL)/water (0.54 mL) was sparged with nitrogen for 3 min at RT; the red solution was then heated to 40° C. for 1 h when starting bromide and pr... The reactants are FC=1C=C(C=CC1N)C1=C(C=CC=C1)S(=O)(=O)C (3-Fluoro-2′-methanesulfonyl-biphenyl-4-ylamine), C(=O)(O)[O-].[Na+] (NaHCO3), C(C)(=O)OCC (ethyl acetate), [Cl-] (chloride). Reaction conditions: time 3 hour. Yields the product FC=1C=C(C=CC1NC(C=C)=O)C1=C(C=CC=C1)S(=O)(=O)C (N-(3-fluoro-2′-methanesulfonyl-biphenyl-4-yl)-acrylamide). The yield is 94.0%. RXN SMILES: [F:1][C:2]1[CH:3]=[C:4]([C:9]2[CH:14]=[CH:13][CH:12]=[CH:11][C:10]=2[S:15]([CH3:18])(=[O:17])=[O:16])[CH:5]=[CH:6][C:7]=1[NH2:8].[C:19]([O-:22])(O)=O.[Na+].[Cl-].[C:25](OCC)(=O)[CH3:26]>>[F:1][C:2]1[CH:3]=[C:4]([C:9]2[CH:14]=[CH:13][CH:12]=[CH:11][C:10]=2[S:15]([CH3:18])(=[O:17])=[O:16])[CH:5]=[CH:6][C:7]=1[NH:8][C:19](=[O:22])[CH:25]=[CH2:26] |f:1.2|. Procedure details: To 3-Fluoro-2′-methanesulfonyl-biphenyl-4-ylamine (8.510 g) in ethyl acetate (400 ml) was added sat. NaHCO3 (100 ml) and then acryolyl chloride (1.3 equiv.). Stirred at room temperature for 3 hours. Washed EtOAc extract with brine, dried over MgSO4 and evaporated in vacuo. Triturated with ether and then filtered to afford N-(3-fluoro-2′-methanesulfonyl-biphenyl-4-yl)-acrylamide (9.670 g, 94%).